This data is from the Open Reaction Database (ORD), a public repository of structured organic reaction records. The task is: describe an organic reaction: reactants, conditions, products, and yield Reactants: NC1=C2N=C(N(C2=NC(=N1)OCCCC)CC1CCN(CC1)C(=O)OC(C)(C)C)OC (1,1-Dimethylethyl 4-{[6-amino-2-(butyloxy)-8-(methyloxy)-9H-Purin-9-yl]methyl}-1-piperidinecarboxylate), FC(C(=O)O)(F)F.C(CCC)OC1=NC(=C2N=C(NC2=N1)OC)N (2-butoxy-8-methoxy-9H-purin-6-amine trifluoroacetate salt), BrC[C@H]1CN(CCC1)C(=O)OC(C)(C)C (1,1-dimethylethyl (3R)-3-(bromomethyl)-1-piperidinecarboxylate). The product is NC1=C2N=C(N(C2=NC(=N1)OCCCC)C[C@H]1CN(CCC1)C(=O)OC(C)(C)C)OC (1,1-Dimethylethyl (3S)-3-{[6-amino-2-(butyloxy)-8-(methyloxy)-9H-purin-9-yl]methyl}-1-piperidinecarboxylate). Reaction SMILES: [NH2:1][C:2]1[N:10]=[C:9]([O:11][CH2:12][CH2:13][CH2:14][CH3:15])[N:8]=[C:7]2[C:3]=1[N:4]=[C:5]([O:30][CH3:31])[N:6]2[CH2:16][CH:17]1[CH2:22]CN(C(OC(C)(C)C)=O)[CH2:19][CH2:18]1.FC(F)(F)C(O)=O.C(OC1N=C2C(N=C(OC)N2)=C(N)N=1)CCC.BrC[C@@H]1CCC[N:60]([C:64]([O:66][C:67]([CH3:70])([CH3:69])[CH3:68])=[O:65])[CH2:59]1>>[NH2:1][C:2]1[N:10]=[C:9]([O:11][CH2:12][CH2:13][CH2:14][CH3:15])[N:8]=[C:7]2[C:3]=1[N:4]=[C:5]([O:30][CH3:31])[N:6]2[CH2:16][C@@H:17]1[CH2:18][CH2:19][CH2:59][N:60]([C:64]([O:66][C:67]([CH3:70])([CH3:69])[CH3:68])=[O:65])[CH2:22]1 |f:1.2|. Reported procedure: Prepared similarly to Intermediate 13 from 2-butoxy-8-methoxy-9H-purin-6-amine trifluoroacetate salt and 1,1-dimethylethyl (3R)-3-(bromomethyl)-1-piperidinecarboxylate. Starting materials: C(C1=CC=CC=C1)OC1=C(C=C(C=C1C)C[C@H](C(=O)N1CCC(CC1)N1CCC(CC1)C(=O)OCC)OC(=O)N1CCC(CC1)N1C(NC2=C(CC1)C=CC=C2)=O)C (ethyl 1′-{(R)-3-(4-benzyloxy-3,5-dimethyl-phenyl)-2-[4-(2-oxo-1,2,4,5-tetrahydro-1,3-benzodiazepin-3-yl)-piperidine-1-carbonyloxy]-propionyl}-1,4′-bipiperidinyl-4-carboxylate), [H][H] (hydrogen). The reagents and catalysts are [Pd] (Pd/C). Solvent: CCO (EtOH). Product: OC1=C(C=C(C=C1C)C[C@H](C(=O)N1CCC(CC1)N1CCC(CC1)C(=O)OCC)OC(=O)N1CCC(CC1)N1C(NC2=C(CC1)C=CC=C2)=O)C (ethyl 1′-[(R)-3-(4-hydroxy-3,5-dimethyl-phenyl)-2-[4-(2-oxo-1,2,4,5-tetrahydro-1,3-benzodiazepin-3-yl)-piperidine-1-carbonyloxy]-propionyl]-1,4′-bipiperidinyl-4-carboxylate). RXN SMILES: C([O:8][C:9]1[C:14]([CH3:15])=[CH:13][C:12]([CH2:16][C@@H:17]([O:37][C:38]([N:40]2[CH2:45][CH2:44][CH:43]([N:46]3[CH2:52][CH2:51][C:50]4[CH:53]=[CH:54][CH:55]=[CH:56][C:49]=4[NH:48][C:47]3=[O:57])[CH2:42][CH2:41]2)=[O:39])[C:18]([N:20]2[CH2:25][CH2:24][CH:23]([N:26]3[CH2:31][CH2:30][CH:29]([C:32]([O:34][CH2:35][CH3:36])=[O:33])[CH2:28][CH2:27]3)[CH2:22][CH2:21]2)=[O:19])=[CH:11][C:10]=1[CH3:58])C1C=CC=CC=1.[H][H]>CCO.[Pd]>[OH:8][C:9]1[C:10]([CH3:58])=[CH:11][C:12]([CH2:16][C@@H:17]([O:37][C:38]([N:40]2[CH2:41][CH2:42][CH:43]([N:46]3[CH2:52][CH2:51][C:50]4[CH:53]=[CH:54][CH:55]=[CH:56][C:49]=4[NH:48][C:47]3=[O:57])[CH2:44][CH2:45]2)=[O:39])[C:18]([N:20]2[CH2:21][CH2:22][CH:23]([N:26]3[CH2:31][CH2:30][CH:29]([C:32]([O:34][CH2:35][CH3:36])=[O:33])[CH2:28][CH2:27]3)[CH2:24][CH2:25]2)=[O:19])=[CH:13][C:14]=1[CH3:15]. Procedure: 80 mg (0.10 mmol) ethyl 1′-{(R)-3-(4-benzyloxy-3,5-dimethyl-phenyl)-2-[4-(2-oxo-1,2,4,5-tetrahydro-1,3-benzodiazepin-3-yl)-piperidine-1-carbonyloxy]-propionyl}-1,4′-bipiperidinyl-4-carboxylate in 10 mL EtOH were combined with 30 mg 10% Pd/C and hydrogenated at 50° C. and 50 psi hydrogen for 1 h. The catalyst was removed by suction filtering and the solvent was concentrated by evaporation i. vac. The residue was triturated with diethyl ether, suction filtered and dried. The reactants are BrC1=C(C=C(C=C1)C(F)(F)F)S(=O)(=O)N (2-bromo-5-(trifluoromethyl)benzenesulfonamide), FC1=C(C=CC(=C1)B1OC(C(O1)(C)C)(C)C)C=1C=NC(=NC1)N (5-(2-fluoro-4-(4,4,5,5-tetramethyl-1,3,2-dioxaborolan-2-yl)phenyl)pyrimidin-2-amine). Yields the product NC1=NC=C(C=N1)C1=C(C=C(C=C1)C=1C(=CC(=CC1)C(F)(F)F)S(=O)(=O)N)F (4′-(2-Aminopyrimidin-5-yl)-3′-fluoro-4-(trifluoromethyl)biphenyl-2-sulfonamide). Reaction SMILES: Br[C:2]1[CH:7]=[CH:6][C:5]([C:8]([F:11])([F:10])[F:9])=[CH:4][C:3]=1[S:12]([NH2:15])(=[O:14])=[O:13].[F:16][C:17]1[CH:22]=[C:21](B2OC(C)(C)C(C)(C)O2)[CH:20]=[CH:19][C:18]=1[C:32]1[CH:33]=[N:34][C:35]([NH2:38])=[N:36][CH:37]=1>>[NH2:38][C:35]1[N:36]=[CH:37][C:32]([C:18]2[CH:19]=[CH:20][C:21]([C:2]3[C:3]([S:12]([NH2:15])(=[O:14])=[O:13])=[CH:4][C:5]([C:8]([F:11])([F:10])[F:9])=[CH:6][CH:7]=3)=[CH:22][C:17]=2[F:16])=[CH:33][N:34]=1. Procedure details: The title compound was prepared in a manner similar to that described in Example 88 using 2-bromo-5-(trifluoromethyl)benzenesulfonamide and 5-(2-fluoro-4-(4,4,5,5-tetramethyl-1,3,2-dioxaborolan-2-yl)phenyl)pyrimidin-2-amine. MS (ESI): mass calcd. for C17H12F4N4O2S, 412.06; m/z found, 413.0 [M+H]+. 1H NMR (500 MHz, CD3OD) δ 8.56-8.53 (d, J=1.4, 2H), 8.43-8.40 (m, 1H), 7.98-7.92 (d, J=7.7, 1H), 7.63-7.58 (d, J=8.0, 1H), 7.58-7.52 (m, 1H), 7.37-7.35 (m, 1H), 7.35-7.32 (m, 1H). Reactants: [Cl-], [Cl-], [Cl-], [Cl-], [Cl-], [Li+], C1CCOC1, [Ti+4], COC(=O)C1OC1(C)c1cccnc1. The product is COC(=O)C(O)C(C)(Cl)c1cccnc1. As a reaction SMILES: [Cl-:1].[Cl-:22].[Cl-:23].[Cl-:24].[Cl-:25].[Li+:2].[O:17]1[CH2:18][CH2:19][CH2:20][CH2:21]1.[Ti+4:26].[n:3]1[cH:4][c:5]([C:9]2([CH3:16])[CH:10]([C:11](=[O:12])[O:13][CH3:14])[O:15]2)[cH:6][cH:7][cH:8]1>>[Cl:1][C:9]([c:5]1[cH:4][n:3][cH:8][cH:7][cH:6]1)([CH:10]([C:11](=[O:12])[O:13][CH3:14])[OH:15])[CH3:16]. Reactants: O=C1CCC(=O)N1Br, CC#N, COC(=O)c1cccc(-n2c(C)cc(OCc3ccc(F)cc3F)cc2=O)c1. Yields the product COC(=O)c1cccc(-n2c(C)cc(O)cc2=O)c1. Reaction SMILES: [Br:29][N:30]1[C:31](=[O:32])[CH2:33][CH2:34][C:35]1=[O:36].[CH3:37][C:38]#[N:39].[F:1][c:2]1[cH:3][c:4]([F:24])[cH:25][cH:26][c:27]1[CH2:28][O:5][c:6]1[cH:7][c:8](=[O:23])[n:9](-[c:13]2[cH:14][c:15]([C:16](=[O:17])[O:18][CH3:19])[cH:20][cH:21][cH:22]2)[c:10]([CH3:12])[cH:11]1>>[OH:5][c:6]1[cH:7][c:8](=[O:23])[n:9](-[c:13]2[cH:14][c:15]([C:16](=[O:17])[O:18][CH3:19])[cH:20][cH:21][cH:22]2)[c:10]([CH3:12])[cH:11]1. Starting materials: [BH4-].[Na+] (NaBH4), ClC=1C=C(C=CC1Cl)C(CC(=O)O)CC(=O)N(C)CC1=CC(=CC(=C1)C(F)(F)F)C(F)(F)F (3,4-Dichloro-β[2-[[3,5-bis-(trifluoromethyl)phenylmethyl]methylamino]-2-oxoethyl]-benzenepropanoic acid), C(=O)(N1C=NC=C1)N1C=NC=C1 (carbonyldiimidazole), N,N-dimethylaminopyridine. Solvent: O (H2O), CCOC(=O)C (EtOAc), CCOC(=O)C (EtOAc). Run at time 15 minute. The product is FC(C=1C=C(C=C(C1)C(F)(F)F)CN(C(CC(C1=CC(=C(C=C1)Cl)Cl)CCO)=O)C)(F)F (N-[[3,5-bis-(trifluoromethyl)phenyl]methyl]-3,4-dichloro-β-(2-hydroxyethyl)-N-methyl-benzenepropanamide). Yield: 96.0%. As a reaction SMILES: [Cl:1][C:2]1[CH:3]=[C:4]([CH:9]([CH2:14][C:15]([N:17]([CH2:19][C:20]2[CH:25]=[C:24]([C:26]([F:29])([F:28])[F:27])[CH:23]=[C:22]([C:30]([F:33])([F:32])[F:31])[CH:21]=2)[CH3:18])=[O:16])[CH2:10][C:11](O)=[O:12])[CH:5]=[CH:6][C:7]=1[Cl:8].C(N1C=CN=C1)(N1C=CN=C1)=O.[BH4-].[Na+]>CCOC(C)=O.O>[F:33][C:30]([F:31])([F:32])[C:22]1[CH:21]=[C:20]([CH2:19][N:17]([CH3:18])[C:15](=[O:16])[CH2:14][CH:9]([CH2:10][CH2:11][OH:12])[C:4]2[CH:5]=[CH:6][C:7]([Cl:8])=[C:2]([Cl:1])[CH:3]=2)[CH:25]=[C:24]([C:26]([F:28])([F:29])[F:27])[CH:23]=1 |f:2.3|. Procedure: 3,4-Dichloro-β[2-[[3,5-bis-(trifluoromethyl)phenylmethyl]methylamino]-2-oxoethyl]-benzenepropanoic acid (6.1 g) in EtOAc (75 mL) was treated with carbonyldiimidazole (2.43 g) and N,N-dimethylaminopyridine (150 mg). The resulting solution was stirred at room temperature for 15 minutes and then heated at 50° C. for two hours. The reaction mixture was cooled to 0° C. and treated with a solution of NaBH4 (1.8 g) in H2O (30 mL), warmed slowly to room temperature and stirred for 12 hours. The reaction...